Dataset: the Open Reaction Database (ORD), a public repository of structured organic reaction records. Task: describe an organic reaction: reactants, conditions, products, and yield The reactants are [H-].[Al+3].[Li+].[H-].[H-].[H-] (lithium aluminum hydride), BrC1=CC2=C(C=3N=C(SC3CCO2)C=2N(N=CN2)C2CCN(CC2)C)C=C1 (8-Bromo-2-[2-(1-methyl-piperidin-4-yl)-2H-[1,2,4]triazol-3-yl]-4,5-dihydro-6-oxa-3-thia-1-aza-benzo[e]azulene), CC1(OB(OC1(C)C)C=1C=NN(C1)CC(=O)OCC)C (ethyl 2-(4-(4,4,5,5-tetramethyl-1,3,2-dioxaborolan-2-yl)-1H-pyrazol-1-yl)acetate), C(C)(C)N1N=CN=C1C=1SC=2CCOC3=C(C2N1)C=CC(=C3)C=3C=NN(C3)CCO (2-{4-[2-(2-Isopropyl-2H-[1,2,4]triazol-3-yl)-4,5-dihydro-6-oxa-3-thia-1-aza-benzo[e]azulen-8-yl]-pyrazol-1-yl}-ethanol), ester. Product: CN1CCC(CC1)N1N=CN=C1C=1SC=2CCOC3=C(C2N1)C=CC(=C3)C=3C=NN(C3)CCO (2-(4-{2-[2-(1-Methyl-piperidin-4-yl)-2H-[1,2,4]triazol-3-yl]-4,5-dihydro-6-oxa-3-thia-1-aza-benzo[e]azulen-8-yl}-pyrazol-1-yl)-ethanol). As a reaction SMILES: Br[C:2]1[CH:27]=[CH:26][C:5]2[C:6]3[N:7]=[C:8]([C:14]4[N:15]([CH:19]5[CH2:24][CH2:23][N:22]([CH3:25])[CH2:21][CH2:20]5)[N:16]=[CH:17][N:18]=4)[S:9][C:10]=3[CH2:11][CH2:12][O:13][C:4]=2[CH:3]=1.CC1(C)C(C)(C)OB([C:36]2[CH:37]=[N:38][N:39]([CH2:41][C:42](OCC)=[O:43])[CH:40]=2)O1.[H-].[Al+3].[Li+].[H-].[H-].[H-].C(N1C(C2SC3CCOC4C=C(C5C=NN(CCO)C=5)C=CC=4C=3N=2)=NC=N1)(C)C>>[CH3:25][N:22]1[CH2:21][CH2:20][CH:19]([N:15]2[C:14]([C:8]3[S:9][C:10]4[CH2:11][CH2:12][O:13][C:4]5[CH:3]=[C:2]([C:36]6[CH:37]=[N:38][N:39]([CH2:41][CH2:42][OH:43])[CH:40]=6)[CH:27]=[CH:26][C:5]=5[C:6]=4[N:7]=3)=[N:18][CH:17]=[N:16]2)[CH2:24][CH2:23]1 |f:2.3.4.5.6.7|. Procedure details: Similarly to as described in General Procedure C: 8-Bromo-2-[2-(1-methyl-piperidin-4-yl)-2H-[1,2,4]triazol-3-yl]-4,5-dihydro-6-oxa-3-thia-1-aza-benzo[e]azulene was reacted with ethyl 2-(4-(4,4,5,5-tetramethyl-1,3,2-dioxaborolan-2-yl)-1H-pyrazol-1-yl)acetate. The crude ester was reduced with lithium aluminum hydride as described for 2-{4-[2-(2-Isopropyl-2H-[1,2,4]triazol-3-yl)-4,5-dihydro-6-oxa-3-thia-1-aza-benzo[e]azulen-8-yl]-pyrazol-1-yl}-ethanol. The product was purified by HPLC to give 303 a... Starting materials: C1[C@@H](CC[C@H](C1)C(=O)O)CN (tranexamic acid), COC=1C=C2C=CC(=CC2=CC1)[C@@H](C(=O)OC(C)OC(=O)ON1C(CCC1=O)=O)C (1-[(2,5-dioxopyrrolidinyl)oxycarbonyloxy]ethyl (2S)-2-[6-methoxy(2-naphthyl)]propanoate), CC(C)(C)OC.CC(=O)C.O (MTBE acetone water). The product is COC=1C=C2C=CC(=CC2=CC1)[C@@H](C(=O)OCCOC(=O)NC[C@@H]1CC[C@H](CC1)C(=O)O)C (trans-4-[({[(2S)-2-(6-Methoxy(2-naphthyl))propanoyloxy]ethoxy}carbonylamino)methyl]Cyclohexanecarboxylic Acid). The yield is 9.0%. Reaction SMILES: [CH2:1]1[CH2:6][C@H:5]([C:7]([OH:9])=[O:8])[CH2:4][CH2:3][C@H:2]1[CH2:10][NH2:11].[CH3:12][O:13][C:14]1[CH:15]=[C:16]2[C:21](=[CH:22][CH:23]=1)[CH:20]=[C:19]([C@H:24]([CH3:41])[C:25]([O:27][CH:28](OC(ON1C(=O)CCC1=O)=O)[CH3:29])=[O:26])[CH:18]=[CH:17]2.CC([O:46][CH3:47])(C)C.CC(C)=[O:50].O>>[CH3:12][O:13][C:14]1[CH:15]=[C:16]2[C:21](=[CH:22][CH:23]=1)[CH:20]=[C:19]([C@H:24]([CH3:41])[C:25]([O:27][CH2:28][CH2:29][O:50][C:47]([NH:11][CH2:10][C@H:2]1[CH2:3][CH2:4][C@H:5]([C:7]([OH:9])=[O:8])[CH2:6][CH2:1]1)=[O:46])=[O:26])[CH:18]=[CH:17]2 |f:2.3.4|. Procedure details: Following the general nucleophilic carbamoylation procedure, tranexamic acid (6.9 g, 43.9 mmol) and 1-[(2,5-dioxopyrrolidinyl)oxycarbonyloxy]ethyl (2S)-2-[6-methoxy(2-naphthyl)]propanoate (ca. 6.2 g, 14.9 mmol) were reacted in the MTBE/acetone/water mixture (160 mL) to yield the title compound 27 (579 mg, 9% yield) as a colorless powder after work-up, purification by silica gel column chromatography using ethyl acetate/hexane mixtures from 2:1 to 4:1 as eluent, and subsequent mass-guided prepara... Reactants: COC=1C=C(C=CC1)C(=CC1CCNCC1)C1=CC(=CC=C1)OC (4-[2,2-bis(3-methoxyphenyl)ethenyl]piperidine), ClCCCCCCCCC=1C=NC=CC1 (3-(8-chloroctyl)pyridine), [I-].[Na+] (sodium iodide), C([O-])([O-])=O.[Na+].[Na+] (sodium carbonate). Yields the product COC=1C=C(C=CC1)C(=CC1CCN(CC1)CCCCCCCCC=1C=NC=CC1)C1=CC(=CC=C1)OC (3-[8-[4-[2,2-bis(3-methoxyphenyl)ethenyl]-1-piperidinyl]octyl]pyridine). Procedure details: A mixture of 4-[2,2-bis(3-methoxyphenyl)ethenyl]piperidine (1.65 g), 3-(8-chloroctyl)pyridine (1.13 g), sodium iodide (0.75 g) and anhydrous sodium carbonate (0.53 g) in dimethylformamide (10 ml) was stirred under argon at 75° for 16 hours. The solvent was removed in vacuo and the residue was taken up in a mixture of ethyl acetate and 1N sodium hydroxide solution. The separated aqueous layer was reextracted with three portions of ethyl acetate. The organic layers were washed in turn with water a... RXN SMILES: [CH3:1][O:2][C:3]1[CH:4]=[C:5]([C:9]([C:17]2[CH:22]=[CH:21][CH:20]=[C:19]([O:23][CH3:24])[CH:18]=2)=[CH:10][CH:11]2[CH2:16][CH2:15][NH:14][CH2:13][CH2:12]2)[CH:6]=[CH:7][CH:8]=1.Cl[CH2:26][CH2:27][CH2:28][CH2:29][CH2:30][CH2:31][CH2:32][CH2:33][C:34]1[CH:35]=[N:36][CH:37]=[CH:38][CH:39]=1.[I-].[Na+].C(=O)([O-])[O-].[Na+].[Na+]>CN(C)C=O>[CH3:24][O:23][C:19]1[CH:18]=[C:17]([C:9]([C:5]2[CH:6]=[CH:7][CH:8]=[C:3]([O:2][CH3:1])[CH:4]=2)=[CH:10][CH:11]2[CH2:16][CH2:15][N:14]([CH2:26][CH2:27][CH2:28][CH2:29][CH2:30][CH2:31][CH2:32][CH2:33][C:34]3[CH:35]=[N:36][CH:37]=[CH:38][CH:39]=3)[CH2:13][CH2:12]2)[CH:22]=[CH:21][CH:20]=1 |f:2.3,4.5.6|. Isolated yield 70.1%. The solvent is CN(C=O)C (dimethylformamide). Conditions: time 16 hour. Starting materials: FC1=C(C=CC=C1)NC(C1=CC(=C(C=C1)OC)OC)=S (N-(2-fluorophenyl)-3,4-dimethoxythiobenzamide), [OH-].[Na+] (sodium hydroxide). Reagents/catalysts: [Fe-3](C#N)(C#N)(C#N)(C#N)(C#N)C#N.[K+].[K+].[K+] (potassium ferricyanide). Solvent: O (water), C(C)O (ethanol), O (water). Reaction conditions: temperature 95 celsius, time 2 hour. The product is FC1=CC=CC2=C1N=C(S2)C2=CC(=C(C=C2)OC)OC (4-Fluoro-2-(3,4-dimethoxyphenyl)benzothiazole). Isolated yield 54.4%. As a reaction SMILES: [F:1][C:2]1[CH:7]=[CH:6][CH:5]=[CH:4][C:3]=1[NH:8][C:9](=[S:20])[C:10]1[CH:15]=[CH:14][C:13]([O:16][CH3:17])=[C:12]([O:18][CH3:19])[CH:11]=1.[OH-].[Na+]>O.C(O)C.[Fe-3](C#N)(C#N)(C#N)(C#N)(C#N)C#N.[K+].[K+].[K+]>[F:1][C:2]1[C:3]2[N:8]=[C:9]([C:10]3[CH:15]=[CH:14][C:13]([O:16][CH3:17])=[C:12]([O:18][CH3:19])[CH:11]=3)[S:20][C:4]=2[CH:5]=[CH:6][CH:7]=1 |f:1.2,5.6.7.8|. Reported procedure: A solution of N-(2-fluorophenyl)-3,4-dimethoxythiobenzamide (0.850 g, 2.92 mmol) and sodium hydroxide (0.93 g, 23.3 mmol) in water (10 mL) and ethanol (0.5 mL) was added dropwise to a solution of potassium ferricyanide (3.84 g, 11.7 mmol) in water (5 mL) at 95° C. The resulting solution was stirred at 95° C. for a further 2 h and then cooled in an ice bath. The precipitate was collected by vacuum filtration, washed with water and dissolved in ethyl acetate (10 mL) and insoluble material was remo... Starting materials: [Si](C)(C)(C(C)(C)C)OCCC(=O)C1=CC(=C(C=C1)Cl)Cl (3-(3,4-dichlorophenyl)-3-oxo-1-propanol t-butyldimethylsilyl ether), CC(C)([O-])C.[K+] (potassium t-butoxide), O (water). Reagents/catalysts: [Br-].C[P+](C1=CC=CC=C1)(C1=CC=CC=C1)C1=CC=CC=C1 (methyltriphenylphosphonium bromide). The solvent is C1=CC=CC=C1 (benzene), C1=CC=CC=C1 (benzene). Reaction conditions: time 9 hour. Product: [Si](C)(C)(C(C)(C)C)OCCC(=C)C1=CC(=C(C=C1)Cl)Cl (3-(3,4-Dichlorophenyl)-3-butenol t-butyldimethylsilyl ether). The yield is 59.1%. Reaction SMILES: [CH3:1]C(C)([O-])C.[K+].[Si:7]([O:14][CH2:15][CH2:16][C:17]([C:19]1[CH:24]=[CH:23][C:22]([Cl:25])=[C:21]([Cl:26])[CH:20]=1)=O)([C:10]([CH3:13])([CH3:12])[CH3:11])([CH3:9])[CH3:8].O>[Br-].C[P+](C1C=CC=CC=1)(C1C=CC=CC=1)C1C=CC=CC=1.C1C=CC=CC=1>[Si:7]([O:14][CH2:15][CH2:16][C:17]([C:19]1[CH:24]=[CH:23][C:22]([Cl:25])=[C:21]([Cl:26])[CH:20]=1)=[CH2:1])([C:10]([CH3:13])([CH3:12])[CH3:11])([CH3:9])[CH3:8] |f:0.1,4.5|. Procedure details: 215 g (0.60 mole) of methyltriphenylphosphonium bromide and 54 g (0.48 mole) of potassium t-butoxide were added to 2 liters of dried benzene, and the mixture was stirred for 9 hours at room temperature. At the end of this time, 40 g (0.12 mole) of 3-(3,4-dichlorophenyl)-3-oxo-1-propanol t-butyldimethylsilyl ether [prepared as described in step (b) above] were dissolved in 800 ml of benzene and the resulting solution was slowly added dropwise to the mixture over a period of 2.5 hours. 1 liter of ... Starting materials: CCOP([O-])OCC, CCOC(=O)C(Cc1ccccc1)C(=O)O, C=C(Cc1ccccc1)C(=O)OCC, CCO, [Na]. Product: CCOC(=O)C(Cc1ccccc1)CP(=O)(OCC)OCC. Reaction SMILES: [CH2:1]([CH3:2])[O:3][P:4]([O:5][CH2:6][CH3:7])[O-:8].[CH2:23]([O:24][C:25](=[O:26])[CH:27]([CH2:28][c:29]1[cH:30][cH:31][cH:32][cH:33][cH:34]1)[C:35]([OH:36])=[O:37])[CH3:38].[CH2:9]([CH3:10])[O:11][C:12]([C:13](=[CH2:14])[CH2:15][c:16]1[cH:17][cH:18][cH:19][cH:20][cH:21]1)=[O:22].[CH3:40][CH2:41][OH:42].[Na:39]>>[CH2:1]([CH3:2])[O:3][P:4]([O:5][CH2:6][CH3:7])(=[O:8])[CH2:14][CH:13]([C:12]([O:11][CH2:9][CH3:10])=[O:22])[CH2:15][c:16]1[cH:17][cH:18][cH:19][cH:20][cH:21]1. Starting materials: C1COCCO1, CCOC(=O)c1cnn(-c2cccc(-c3cc(C)ccc3OS(=O)(=O)C(F)(F)F)n2)c1C(F)(F)F, COc1ccc(CS)cc1, CCCCCC, CCN(C(C)C)C(C)C, O=C(C=Cc1ccccc1)C=Cc1ccccc1, O=C(C=Cc1ccccc1)C=Cc1ccccc1, O=C(C=Cc1ccccc1)C=Cc1ccccc1, [Pd], [Pd]. The product is CCOC(=O)c1cnn(-c2cccc(-c3cc(C)ccc3SCc3ccc(OC)cc3)n2)c1C(F)(F)F. RXN SMILES: [CH2:55]1[O:56][CH2:57][CH2:58][O:59][CH2:60]1.[CH3:1][c:2]1[cH:3][cH:4][c:5]([O:28][S:29]([C:30]([F:31])([F:32])[F:33])(=[O:34])=[O:35])[c:6](-[c:8]2[cH:9][cH:10][cH:11][c:12](-[n:14]3[n:15][cH:16][c:17]([C:23](=[O:24])[O:25][CH2:26][CH3:27])[c:18]3[C:19]([F:20])([F:21])[F:22])[n:13]2)[cH:7]1.[CH3:36][O:37][c:38]1[cH:39][cH:40][c:41]([CH2:44][SH:45])[cH:42][cH:43]1.[CH3:61][CH2:62][CH2:63][CH2:64][CH2:65][CH3:66].[CH:46]([N:47]([CH2:48][CH3:49])[CH:50]([CH3:51])[CH3:52])([CH3:53])[CH3:54].[O:105]=[C:106]([CH:107]=[CH:108][c:109]1[cH:110][cH:111][cH:112][cH:113][cH:114]1)[CH:115]=[CH:116][c:117]1[cH:118][cH:119][cH:120][cH:121][cH:122]1.[O:69]=[C:70]([CH:71]=[CH:72][c:73]1[cH:74][cH:75][cH:76][cH:77][cH:78]1)[CH:79]=[CH:80][c:81]1[cH:82][cH:83][cH:84][cH:85][cH:86]1.[O:87]=[C:88]([CH:89]=[CH:90][c:91]1[cH:92][cH:93][cH:94][cH:95][cH:96]1)[CH:97]=[CH:98][c:99]1[cH:100][cH:101][cH:102][cH:103][cH:104]1.[Pd:67].[Pd:68]>>[CH3:1][c:2]1[cH:3][cH:4][c:5]([S:45][CH2:44][c:41]2[cH:40][cH:39][c:38]([O:37][CH3:36])[cH:43][cH:42]2)[c:6](-[c:8]2[cH:9][cH:10][cH:11][c:12](-[n:14]3[n:15][cH:16][c:17]([C:23](=[O:24])[O:25][CH2:26][CH3:27])[c:18]3[C:19]([F:20])([F:21])[F:22])[n:13]2)[cH:7]1.